describe an organic reaction: reactants, conditions, products, and yield From a dataset of the Open Reaction Database (ORD), a public repository of structured organic reaction records. The reactants are [Al+3], C1CCOC1, [H-], [H-], [H-], [H-], [Li+], CCOC(=O)N1CCC(C)(c2ccc(N)cc2)CC1. Yields the product CN1CCC(C)(c2ccc(N)cc2)CC1. Reaction SMILES: [Al+3:21].[CH2:26]1[O:27][CH2:28][CH2:29][CH2:30]1.[H-:20].[H-:23].[H-:24].[H-:25].[Li+:22].[NH2:1][c:2]1[cH:3][cH:4][c:5]([C:8]2([CH3:19])[CH2:9][CH2:10][N:11]([C:14]([O:15][CH2:16][CH3:17])=[O:18])[CH2:12][CH2:13]2)[cH:6][cH:7]1>>[NH2:1][c:2]1[cH:3][cH:4][c:5]([C:8]2([CH3:19])[CH2:9][CH2:10][N:11]([CH3:14])[CH2:12][CH2:13]2)[cH:6][cH:7]1. Reactants: BrC=1C=CC(=C(C#N)C1)C(=O)N1CCN(CC1)C1=NC=C(C=C1C)C (5-bromo-2-[4-(3,5-dimethylpyridin-2-yl)piperazine-1-carbonyl]benzonitrile), O=C1OC[C@H](N1)COC(C1=CC=CC=C1)=O (benzoic acid (R)-2-oxooxazolidin-4-ylmethyl ester). The product is C(C1=CC=CC=C1)(=O)OC[C@H]1N(C(OC1)=O)C1=CC(=C(C=C1)C(=O)N1CCN(CC1)C1=NC=C(C=C1C)C)C#N ((R)-4-benzoyloxymethyl-3-{3-cyano-4-[4-(3,5-dimethylpyridin-2-yl)piperazine-1-carbonyl]phenyl}oxazolidin-2-one). Isolated yield 68.7%. As a reaction SMILES: Br[C:2]1[CH:3]=[CH:4][C:5]([C:10]([N:12]2[CH2:17][CH2:16][N:15]([C:18]3[C:23]([CH3:24])=[CH:22][C:21]([CH3:25])=[CH:20][N:19]=3)[CH2:14][CH2:13]2)=[O:11])=[C:6]([CH:9]=1)[C:7]#[N:8].[O:26]=[C:27]1[NH:31][C@H:30]([CH2:32][O:33][C:34](=[O:41])[C:35]2[CH:40]=[CH:39][CH:38]=[CH:37][CH:36]=2)[CH2:29][O:28]1>>[C:34]([O:33][CH2:32][C@@H:30]1[CH2:29][O:28][C:27](=[O:26])[N:31]1[C:2]1[CH:3]=[CH:4][C:5]([C:10]([N:12]2[CH2:17][CH2:16][N:15]([C:18]3[C:23]([CH3:24])=[CH:22][C:21]([CH3:25])=[CH:20][N:19]=3)[CH2:14][CH2:13]2)=[O:11])=[C:6]([C:7]#[N:8])[CH:9]=1)(=[O:41])[C:35]1[CH:36]=[CH:37][CH:38]=[CH:39][CH:40]=1. Reported procedure: By reaction and treatment in the same manner as in Preparation Example 91 and using 5-bromo-2-[4-(3,5-dimethylpyridin-2-yl)piperazine-1-carbonyl]benzonitrile (1.68 g) described in Preparation Example 193 and benzoic acid (R)-2-oxooxazolidin-4-ylmethyl ester (1.02 g), the title compound (1.56 g) was obtained. Reactants: CCN(C(C)C)C(C)C (DIEA), N[C@H]1CN(CCCC1)C(=O)N(C)C ((R)-3-amino-N,N-dimethylazepane-1-carboxamide), ClC=1C(=NC=C(N1)Cl)C#N (3,5-dichloropyrazine-2-carbonitrile). Run in C1CCOC1 (THF). Run at time 12 hour. The product is ClC1=C(N=CC(=N1)N[C@H]1CN(CCCC1)C(=O)N(C)C)C#N ((R)-3-(6-chloro-5-cyanopyrazin-2-ylamino)-N,N-dimethylazepane-1-carboxamide). Isolated yield 28.1%. RXN SMILES: [NH2:1][C@@H:2]1[CH2:8][CH2:7][CH2:6][CH2:5][N:4]([C:9]([N:11]([CH3:13])[CH3:12])=[O:10])[CH2:3]1.CCN(C(C)C)C(C)C.[Cl:23][C:24]1[C:25]([C:31]#[N:32])=[N:26][CH:27]=[C:28](Cl)[N:29]=1>C1COCC1>[Cl:23][C:24]1[N:29]=[C:28]([NH:1][C@@H:2]2[CH2:8][CH2:7][CH2:6][CH2:5][N:4]([C:9]([N:11]([CH3:13])[CH3:12])=[O:10])[CH2:3]2)[CH:27]=[N:26][C:25]=1[C:31]#[N:32]. Procedure: (R)-3-Amino-N,N-dimethylazepane-1-carboxamide (508) (˜200 mg crude) was dissolved in THF (7 mL), and DIEA (0.30 mL, 1.7 mmol) was added, followed by 3,5-dichloropyrazine-2-carbonitrile (100 mg, 0.57 mmol). The reaction was stirred at RT for 12 hours. The solvents were removed under reduced pressure, and the residue was purified by silica column chromatography (MeOH, DCM) to give (R)-3-(6-chloro-5-cyanopyrazin-2-ylamino)-N,N-dimethylazepane-1-carboxamide (509) (53 mg, 0.16 mmol, 14% yield over 3 ... The reactants are N#Cc1cccc(C=O)c1, C1CCOC1, CSc1nccc(I)n1. Yields the product CSc1nccc(C(O)c2cccc(C#N)c2)n1. Reaction SMILES: [C:10](#[N:11])[c:12]1[cH:13][c:14]([CH:15]=[O:16])[cH:17][cH:18][cH:19]1.[CH2:20]1[O:21][CH2:22][CH2:23][CH2:24]1.[I:1][c:2]1[n:3][c:4]([S:8][CH3:9])[n:5][cH:6][cH:7]1>>[c:2]1([CH:15]([c:14]2[cH:13][c:12]([C:10]#[N:11])[cH:19][cH:18][cH:17]2)[OH:16])[n:3][c:4]([S:8][CH3:9])[n:5][cH:6][cH:7]1. The reactants are BrC1=C(CC=2OC(=C(C2C(=O)C2=CC(=C(OS(=O)(=O)C3=CC(=C(C(=O)O)C=C3)O)C=C2)C2CCCC2)C)C)C=CC=C1 (4-{4-[2-(2-bromo-benzyl)-4,5-dimethyl-furan-3-carbonyl]-2-cyclopentyl-phenoxysulfonyl}-2-hydroxy-benzoic acid), [I-].[Mg+2].[I-] (magnesium iodide), C(C)(=O)OC(C)=O (acetic anhydride). The solvent is CCOCC (ether). The product is C(C)(=O)OC1=C(C(=O)O)C=CC(=C1)S(=O)(=O)OC1=C(C=C(C=C1)C(=O)C1=C(OC(=C1C)C)CC1=C(C=CC=C1)Br)C1CCCC1 (2-Acetoxy-4-{4-[2-(2-Bromo-benzyl)-4,5-dimethyl-furan-3-carbonyl]-2-cyclopentyl-phenoxysulfonyl}-benzoic acid). Yield: 25.0%. RXN SMILES: [Br:1][C:2]1[CH:42]=[CH:41][CH:40]=[CH:39][C:3]=1[CH2:4][C:5]1[O:6][C:7]([CH3:38])=[C:8]([CH3:37])[C:9]=1[C:10]([C:12]1[CH:31]=[CH:30][C:15]([O:16][S:17]([C:20]2[CH:28]=[CH:27][C:23]([C:24]([OH:26])=[O:25])=[C:22]([OH:29])[CH:21]=2)(=[O:19])=[O:18])=[C:14]([CH:32]2[CH2:36][CH2:35][CH2:34][CH2:33]2)[CH:13]=1)=[O:11].[I-].[Mg+2].[I-].[C:46](OC(=O)C)(=[O:48])[CH3:47]>CCOCC>[C:46]([O:29][C:22]1[CH:21]=[C:20]([S:17]([O:16][C:15]2[CH:30]=[CH:31][C:12]([C:10]([C:9]3[C:8]([CH3:37])=[C:7]([CH3:38])[O:6][C:5]=3[CH2:4][C:3]3[CH:39]=[CH:40][CH:41]=[CH:42][C:2]=3[Br:1])=[O:11])=[CH:13][C:14]=2[CH:32]2[CH2:36][CH2:35][CH2:34][CH2:33]2)(=[O:19])=[O:18])[CH:28]=[CH:27][C:23]=1[C:24]([OH:26])=[O:25])(=[O:48])[CH3:47] |f:1.2.3|. Reported procedure: The title compound was prepared according to the procedure in Example 22 using 4-{4-[2-(2-bromo-benzyl)-4,5-dimethyl-furan-3-carbonyl]-2-cyclopentyl-phenoxysulfonyl}-2-hydroxy-benzoic acid (0.318 g, 0.487 mmol), magnesium iodide (0.132 g, 0.475 mmol) and acetic anhydride (3.8 mL) in ether. Purification on 2% H3PO4/MeOH treated silica gel, eluting with a 30% EtOAc/pet ether gave 0.083 g (25%) of the title compound as a solid, mp 79° C. 1H NMR (DMSO-d6) δ1.27-1.33 (m, 2H), 1.51-1.54 (m, 2H), 1.63-... Reactants: COC=1C=CC=2NC3=CC=C(C=C3SC2C1)OC (3,7-dimethoxyphenothiazine), C([O-])([O-])=O.[K+].[K+] (potassium carbonate), ICCCCCC (1 -iodohexane), tris-[2-(2-methoxymethoxy)ethyl]amine. The solvent is C(C)(=O)OCC.CCCCCC (ethyl acetate hexane). Product: C(CCCCC)N1C2=CC=C(C=C2SC=2C=C(C=CC12)OC)OC (10-hexyl-3,7-dimethoxy-phenothiazine). Reaction SMILES: [CH3:1][O:2][C:3]1[CH:4]=[CH:5][C:6]2[NH:7][C:8]3[C:13]([S:14][C:15]=2[CH:16]=1)=[CH:12][C:11]([O:17][CH3:18])=[CH:10][CH:9]=3.C(=O)([O-])[O-].[K+].[K+].I[CH2:26][CH2:27][CH2:28][CH2:29][CH2:30][CH3:31]>C(OCC)(=O)C.CCCCCC>[CH2:26]([N:7]1[C:6]2[CH:5]=[CH:4][C:3]([O:2][CH3:1])=[CH:16][C:15]=2[S:14][C:13]2[C:8]1=[CH:9][CH:10]=[C:11]([O:17][CH3:18])[CH:12]=2)[CH2:27][CH2:28][CH2:29][CH2:30][CH3:31] |f:1.2.3,5.6|. Procedure: A suspension of 15.0 g (57.8 mmol) of 3,7-dimethoxyphenothiazine, 31.9 g (0.231 mmol) of powdered potassium carbonate, 61.29 g (0.289 mol) of 1 -iodohexane and 1.6 g (5.0 mmol) of tris-[2-(2-methoxymethoxy)ethyl]amine was heated to 110° for 64 hours. The working up was effected analogously to that described in Example 4.1.1.b. After chromatography on silica gel with ethyl acetate/hexane (1:4) 18.33 g (91.8%) of 10-hexyl-3,7-dimethoxy-phenothiazine were obtained as a brownish oil. Reported procedure: 4-Nitrobenzyl (1S,5R,6S)-6-((1R)-1-hydroxyethyl)-1-methyl-2-[7-(pyridin-3-yl)carbonylimidazo[5,1-b]thiazol-2-yl]-1-carbapen-2-em-3-carboxylate (128.5 mg) was dissolved in 6.7 ml of THF and 6.7 ml of 1/15 M sodium phosphate buffer (pH 6.6) to prepare a solution, and 130 mg of 10% Pd-C was added to the solution. The air in the reaction vessel was replaced by hydrogen, and the contents of the reaction vessel were stirred at room temperature for 2 hr. The catalyst was removed by filtration through C... Reagents/catalysts: [Pd] (Pd-C). Reaction conditions: time 2 hour. Starting materials: [H][H] (hydrogen), O[C@H](C)[C@@H]1[C@@H]2N(C(=C([C@@H]2C)C2=CN3C(S2)=C(N=C3)C(=O)C=3C=NC=CC3)C(=O)OCC3=CC=C(C=C3)[N+](=O)[O-])C1=O (4-Nitrobenzyl (1S,5R,6S)-6-((1R)-1-hydroxyethyl)-1-methyl-2-[7-(pyridin-3-yl)carbonylimidazo[5,1-b]thiazol-2-yl]-1-carbapen-2-em-3-carboxylate), 1, P(=O)([O-])([O-])[O-].[Na+].[Na+].[Na+] (sodium phosphate). The solvent is C1CCOC1 (THF). As a reaction SMILES: [OH:1][C@@H:2]([C@H:4]1[C:40](=[O:41])[N:6]2[C:7]([C:27]([O:29]CC3C=CC([N+]([O-])=O)=CC=3)=[O:28])=[C:8]([C:11]3[S:15][C:14]4=[C:16]([C:19]([C:21]5[CH:22]=[N:23][CH:24]=[CH:25][CH:26]=5)=[O:20])[N:17]=[CH:18][N:13]4[CH:12]=3)[C@H:9]([CH3:10])[C@H:5]12)[CH3:3].P([O-])([O-])([O-])=O.[Na+:47].[Na+].[Na+].[H][H]>C1COCC1.[Pd]>[OH:1][C@@H:2]([C@H:4]1[C:40](=[O:41])[N:6]2[C:7]([C:27]([O-:29])=[O:28])=[C:8]([C:11]3[S:15][C:14]4=[C:16]([C:19]([C:21]5[CH:22]=[N:23][CH:24]=[CH:25][CH:26]=5)=[O:20])[N:17]=[CH:18][N:13]4[CH:12]=3)[C@H:9]([CH3:10])[C@H:5]12)[CH3:3].[Na+:47] |f:1.2.3.4,8.9|. Yields the product O[C@H](C)[C@@H]1[C@@H]2N(C(=C([C@@H]2C)C2=CN3C(S2)=C(N=C3)C(=O)C=3C=NC=CC3)C(=O)[O-])C1=O.[Na+] (Sodium (1S,5R,6S)-6-((1R)-1-hydroxyethyl)-1-methyl-2-[7-(pyridin-3-yl)carbonylimidazo[5,1-b]thiazol-2-yl]-1-carbapen-2-em-3-carboxylate).